describe an organic reaction: reactants, conditions, products, and yield From a dataset of the Open Reaction Database (ORD), a public repository of structured organic reaction records. Reactants: c1ccc(OCC2CO2)cc1, CN(C)C=O, Cc1nc2ccccc2nc1NCCN, O. The product is Cc1nc2ccccc2nc1NCCNCC(O)COc1ccccc1. As a reaction SMILES: [CH2:1]([CH:2]1[CH2:3][O:4]1)[O:5][c:6]1[cH:7][cH:8][cH:9][cH:10][cH:11]1.[CH3:28][N:29]([CH3:30])[CH:31]=[O:32].[NH2:12][CH2:13][CH2:14][NH:15][c:16]1[n:17][c:18]2[cH:19][cH:20][cH:21][cH:22][c:23]2[n:24][c:25]1[CH3:26].[OH2:27]>>[CH2:1]([CH:2]([CH2:3][NH:12][CH2:13][CH2:14][NH:15][c:16]1[n:17][c:18]2[cH:19][cH:20][cH:21][cH:22][c:23]2[n:24][c:25]1[CH3:26])[OH:4])[O:5][c:6]1[cH:7][cH:8][cH:9][cH:10][cH:11]1. Reactants: O(C1=CC=CC=C1)C1=NC=2C=CC=CC2C2=C1N=CN2CCO (2-(4-phenoxy-1H-imidazo[4,5-c]quinolin-1-yl)ethanol), Cl.N1=C(C=CC=C1)CCl (2-picolyl chloride hydrogen chloride). Yields the product O(C1=CC=CC=C1)C1=NC=2C=CC=CC2C2=C1N=CN2CCOCC2=NC=CC=C2 (4-phenoxy-1-[2-(pyridin-2-ylmethoxy)ethyl]-1H-imidazo[4,5-c]quinoline). Yield: 55.6%. Reaction SMILES: [O:1]([C:8]1[C:17]2[N:18]=[CH:19][N:20]([CH2:21][CH2:22][OH:23])[C:16]=2[C:15]2[CH:14]=[CH:13][CH:12]=[CH:11][C:10]=2[N:9]=1)[C:2]1[CH:7]=[CH:6][CH:5]=[CH:4][CH:3]=1.Cl.[N:25]1[CH:30]=[CH:29][CH:28]=[CH:27][C:26]=1[CH2:31]Cl>>[O:1]([C:8]1[C:17]2[N:18]=[CH:19][N:20]([CH2:21][CH2:22][O:23][CH2:31][C:26]3[CH:27]=[CH:28][CH:29]=[CH:30][N:25]=3)[C:16]=2[C:15]2[CH:14]=[CH:13][CH:12]=[CH:11][C:10]=2[N:9]=1)[C:2]1[CH:3]=[CH:4][CH:5]=[CH:6][CH:7]=1 |f:1.2|. Reported procedure: Using the general method of Example 13 Part F, 2-(4-phenoxy-1H-imidazo[4,5-c]quinolin-1-yl)ethanol (0.9 g, 2.95 mmol) was reacted with 2-picolyl chloride hydrogen chloride (0.53 g, 3.24 mmol) and the product purified to provide 0.65 g of 4-phenoxy-1-[2-(pyridin-2-ylmethoxy)ethyl]-1H-imidazo[4,5-c]quinoline.